This data is from the Open Reaction Database (ORD), a public repository of structured organic reaction records. The task is: describe an organic reaction: reactants, conditions, products, and yield The reactants are ClC=1C=C(C=CC1O)N(S(=O)(=O)C)C1=CC2=C(C(=C(O2)C2=CC=C(C=C2)F)C(=O)NC)C=C1C1CC1 (6-(N-(3-chloro-4-hydroxyphenyl)methylsulfonamido)-5-cyclopropyl-2-(4-fluorophenyl)-N-methylbenzofuran-3-carboxamide), C([O-])([O-])=O.[K+].[K+] (potassium carbonate), BrCB1OC(C(O1)(C)C)(C)C (2-(bromomethyl)-4,4,5,5-tetramethyl-1,3,2-dioxaborolane). Run in CC#N (MeCN). Reaction conditions: temperature 65 celsius. Yields the product ClC1=C(OCB(O)O)C=CC(=C1)N(S(=O)(=O)C)C1=CC2=C(C(=C(O2)C2=CC=C(C=C2)F)C(NC)=O)C=C1C1CC1 (((2-Chloro-4-(N-(5-cyclopropyl-2-(4-fluorophenyl)-3-(methylcarbamoyl)benzofuran-6-yl)methylsulfonamido)phenoxy)methyl)boronic acid). Yield: 59.6%. RXN SMILES: [Cl:1][C:2]1[CH:3]=[C:4]([N:9]([C:14]2[C:33]([CH:34]3[CH2:36][CH2:35]3)=[CH:32][C:17]3[C:18]([C:28]([NH:30][CH3:31])=[O:29])=[C:19]([C:21]4[CH:26]=[CH:25][C:24]([F:27])=[CH:23][CH:22]=4)[O:20][C:16]=3[CH:15]=2)[S:10]([CH3:13])(=[O:12])=[O:11])[CH:5]=[CH:6][C:7]=1[OH:8].C(=O)([O-])[O-].[K+].[K+].Br[CH2:44][B:45]1[O:49]C(C)(C)C(C)(C)[O:46]1>CC#N>[Cl:1][C:2]1[CH:3]=[C:4]([N:9]([C:14]2[C:33]([CH:34]3[CH2:36][CH2:35]3)=[CH:32][C:17]3[C:18]([C:28](=[O:29])[NH:30][CH3:31])=[C:19]([C:21]4[CH:22]=[CH:23][C:24]([F:27])=[CH:25][CH:26]=4)[O:20][C:16]=3[CH:15]=2)[S:10]([CH3:13])(=[O:12])=[O:11])[CH:5]=[CH:6][C:7]=1[O:8][CH2:44][B:45]([OH:49])[OH:46] |f:1.2.3|. Reported procedure: A mixture of 6-(N-(3-chloro-4-hydroxyphenyl)methylsulfonamido)-5-cyclopropyl-2-(4-fluorophenyl)-N-methylbenzofuran-3-carboxamide (65.0 mg, 0.123 mmol), potassium carbonate (85.0 mg, 0.614 mmol), and 2-(bromomethyl)-4,4,5,5-tetramethyl-1,3,2-dioxaborolane (0.109 g, 0.492 mmol) in 4 mL of anhydrous MeCN in a sealed tube was heated to 65° C. with stirring. After 2 hours the mixture was cooled to RT, filtered to remove solids, and the filtrate concentrated to dryness at reduced pressure. The residue... The reactants are O (water), ClC=1C(=NC=C(C1)Cl)C(CNC(C1=C(C=CC=C1)C(F)(F)F)=O)=O (N-[2-(3,5-dichloropyridin-2-yl)-2-oxoethyl]-2-(trifluoromethyl)benzamide), Cl.CON (methoxyamine hydrochloride), N1=CC=CC=C1 (pyridine). Solvent: C(C)O (ethanol). Conditions: temperature 80 celsius, time 6 hour. Product: ClC=1C(=NC=C(C1)Cl)C(CNC(C1=C(C=CC=C1)C(F)(F)F)=O)=NOC (N-[2-(3,5-dichloropyridin-2-yl)-2-(methoxyimino)ethyl]-2-(trifluoromethyl)benzamide). Yield: 88.7%. As a reaction SMILES: [Cl:1][C:2]1[C:3]([C:9](=O)[CH2:10][NH:11][C:12](=[O:23])[C:13]2[CH:18]=[CH:17][CH:16]=[CH:15][C:14]=2[C:19]([F:22])([F:21])[F:20])=[N:4][CH:5]=[C:6]([Cl:8])[CH:7]=1.Cl.[CH3:26][O:27][NH2:28].N1C=CC=CC=1.O>C(O)C>[Cl:1][C:2]1[C:3]([C:9](=[N:28][O:27][CH3:26])[CH2:10][NH:11][C:12](=[O:23])[C:13]2[CH:18]=[CH:17][CH:16]=[CH:15][C:14]=2[C:19]([F:22])([F:21])[F:20])=[N:4][CH:5]=[C:6]([Cl:8])[CH:7]=1 |f:1.2|. Reported procedure: To a solution of 200 mg of the N-[2-(3,5-dichloropyridin-2-yl)-2-oxoethyl]-2-(trifluoromethyl)benzamide prepared in Step 1 in Synthetic Example 15 and 133 mg of methoxyamine hydrochloride in 2.7 ml of ethanol, 168 mg of pyridine was added, and the mixture was stirred at 80° C. for 6 hours. After completion of the reaction, the reaction mixture was mixed with 10 ml of water and extracted with ethyl acetate (10 ml×1), the resulting organic layer was washed with water (10 ml×1) and dried over satur... The reactants are ClC=1N=NC=C2C1N(C(=C2C)C)CC=C (7-chloro-2,3-dimethyl-1-(2-propenyl)pyrrolo[2,3-d]pyridazine), FC1=C(CO)C=CC(=C1)F (2,4-difluorobenzyl alcohol). Product: FC1=C(COC=2N=NC=C3C2N(C(=C3C)C)CC=C)C=CC(=C1)F (7-(2,4-Difluorobenzyloxy)-2,3-dimethyl-1-(2-propenyl)pyrrolo[2,3-d]pyridazine). Yield: 26.6%. As a reaction SMILES: Cl[C:2]1[N:3]=[N:4][CH:5]=[C:6]2[C:10]([CH3:11])=[C:9]([CH3:12])[N:8]([CH2:13][CH:14]=[CH2:15])[C:7]=12.[F:16][C:17]1[CH:24]=[C:23]([F:25])[CH:22]=[CH:21][C:18]=1[CH2:19][OH:20]>>[F:16][C:17]1[CH:24]=[C:23]([F:25])[CH:22]=[CH:21][C:18]=1[CH2:19][O:20][C:2]1[N:3]=[N:4][CH:5]=[C:6]2[C:10]([CH3:11])=[C:9]([CH3:12])[N:8]([CH2:13][CH:14]=[CH2:15])[C:7]=12. Procedure details: The title compound was prepared as a white powder in 26.6% yield in a similar procedure to that described in Example 1 by using 7-chloro-2,3-dimethyl-1-(2-propenyl)pyrrolo[2,3-d]pyridazine and 2,4-difluorobenzyl alcohol.